Task: describe an organic reaction: reactants, conditions, products, and yield. Dataset: the Open Reaction Database (ORD), a public repository of structured organic reaction records Reactants: CC1(C=O)CC(C(C)(C)C)=NO1, COC(C)(C)C, ClCCl, CC(=O)C=P(c1ccccc1)(c1ccccc1)c1ccccc1. Product: CC(=O)C=CC1(C)CC(C(C)(C)C)=NO1. As a reaction SMILES: [C:1]([CH3:2])([CH3:3])([CH3:4])[C:5]1=[N:6][O:7][C:8]([CH3:10])([CH:11]=[O:12])[CH2:9]1.[CH3:36][O:37][C:38]([CH3:39])([CH3:40])[CH3:41].[Cl:42][CH2:43][Cl:44].[c:13]1([P:14]([c:15]2[cH:16][cH:17][cH:18][cH:19][cH:24]2)(=[CH:20][C:21]([CH3:22])=[O:23])[c:25]2[cH:26][cH:27][cH:28][cH:29][cH:30]2)[cH:31][cH:32][cH:33][cH:34][cH:35]1>>[C:1]([CH3:2])([CH3:3])([CH3:4])[C:5]1=[N:6][O:7][C:8]([CH3:10])([CH:11]=[CH:20][C:21]([CH3:22])=[O:23])[CH2:9]1. Starting materials: CN1CCNCC1, CN1CCCC1=O, CCN(C(C)C)C(C)C, Fc1ccc(F)c(-c2n[nH]c3ncccc23)n1. Yields the product CN1CCN(c2ccc(F)c(-c3n[nH]c4ncccc34)n2)CC1. Reaction SMILES: [CH3:18][N:19]1[CH2:20][CH2:21][NH:22][CH2:23][CH2:24]1.[CH3:34][N:35]1[CH2:36][CH2:37][CH2:38][C:39]1=[O:40].[CH:25]([N:26]([CH2:27][CH3:28])[CH:29]([CH3:30])[CH3:31])([CH3:32])[CH3:33].[F:1][c:2]1[c:3](-[c:9]2[n:10][nH:11][c:12]3[n:13][cH:14][cH:15][cH:16][c:17]23)[n:4][c:5]([F:8])[cH:6][cH:7]1>>[F:1][c:2]1[c:3](-[c:9]2[n:10][nH:11][c:12]3[n:13][cH:14][cH:15][cH:16][c:17]23)[n:4][c:5]([N:22]2[CH2:21][CH2:20][N:19]([CH3:18])[CH2:24][CH2:23]2)[cH:6][cH:7]1.